The task is: describe an organic reaction: reactants, conditions, products, and yield. This data is from the Open Reaction Database (ORD), a public repository of structured organic reaction records. Reactants: O=C1CCC(=O)N1Br, O=C([O-])O, [Na+], c1ccc(Oc2csc(C3OCCO3)c2)cc1, C1CCOC1. The product is Brc1sc(C2OCCO2)cc1Oc1ccccc1. Reaction SMILES: [Br:18][N:19]1[C:20](=[O:21])[CH2:22][CH2:23][C:24]1=[O:25].[C:26](=[O:27])([OH:28])[O-:29].[Na+:30].[O:1]([c:2]1[cH:3][cH:4][cH:5][cH:6][cH:7]1)[c:8]1[cH:9][c:10]([CH:13]2[O:14][CH2:15][CH2:16][O:17]2)[s:11][cH:12]1.[O:31]1[CH2:32][CH2:33][CH2:34][CH2:35]1>>[O:1]([c:2]1[cH:3][cH:4][cH:5][cH:6][cH:7]1)[c:8]1[cH:9][c:10]([CH:13]2[O:14][CH2:15][CH2:16][O:17]2)[s:11][c:12]1[Br:18]. Reactants: COC(=O)C(CC1CCCC1)c1ccc(S(C)(=O)=O)c(Br)c1, CO, [Na+], [OH-]. Yields the product CS(=O)(=O)c1ccc(C(CC2CCCC2)C(=O)O)cc1Br. As a reaction SMILES: [CH3:1][O:2][C:3]([CH:4]([CH2:5][CH:6]1[CH2:7][CH2:8][CH2:9][CH2:10]1)[c:11]1[cH:12][c:13]([Br:21])[c:14]([S:17](=[O:18])(=[O:19])[CH3:20])[cH:15][cH:16]1)=[O:22].[CH3:25][OH:26].[Na+:24].[OH-:23]>>[O:2]=[C:3]([CH:4]([CH2:5][CH:6]1[CH2:7][CH2:8][CH2:9][CH2:10]1)[c:11]1[cH:12][c:13]([Br:21])[c:14]([S:17](=[O:18])(=[O:19])[CH3:20])[cH:15][cH:16]1)[OH:22]. The reactants are C(C=C(C)C)OC=1C=C(C(=O)O)C=C(C1)OCC=C(C)C (3,5-diprenyloxybenzoic acid), NCC1N(CCC1)CC (2-aminomethyl-1-ethylpyrrolidine). Product: C(C)N1C(CCC1)CNC(C1=CC(=CC(=C1)OCC=C(C)C)OCC=C(C)C)=O (1-ethyl-2-(3,5-diprenyloxybenzoylaminomethyl)pyrrolidine). Isolated yield 39.0%. Reaction SMILES: [CH2:1]([O:6][C:7]1[CH:8]=[C:9]([CH:13]=[C:14]([O:16][CH2:17][CH:18]=[C:19]([CH3:21])[CH3:20])[CH:15]=1)[C:10]([OH:12])=O)[CH:2]=[C:3]([CH3:5])[CH3:4].[NH2:22][CH2:23][CH:24]1[CH2:28][CH2:27][CH2:26][N:25]1[CH2:29][CH3:30]>>[CH2:29]([N:25]1[CH2:26][CH2:27][CH2:28][CH:24]1[CH2:23][NH:22][C:10](=[O:12])[C:9]1[CH:13]=[C:14]([O:16][CH2:17][CH:18]=[C:19]([CH3:21])[CH3:20])[CH:15]=[C:7]([O:6][CH2:1][CH:2]=[C:3]([CH3:4])[CH3:5])[CH:8]=1)[CH3:30]. Procedure: In a manner identical to Example 15, 3,5-diprenyloxybenzoic acid (1.45 g) was subjected to a condensation reaction with 2-aminomethyl-1-ethylpyrrolidine (0.7 ml), thereby yielding 0.78 g (39%) of the aimed compound. 1H-NMR (CDC13)δ: 6.94(2H, d, J=2.4 Hz), 6.61(1H, t, J=2.4 Hz), 5.49(1H, t, J=5.4 Hz), 4.51(4H, d, J=6.8 Hz), 3.28-3.13(1H, m), 2.95-2.81(1H, m), 2.16-2.54(1H, m), 2.33-2.22(1H, m), 2.20-2.00(4H, m), 1.98-1.86(1H, m), 1.79(6H, s), 1.74(6H, s), 1.12(3H, t, J=7.3 Hz). The reactants are COS(=O)(=O)OC, [H-], Cc1ccc(S(=O)(=O)Nc2ccccc2[N+](=O)[O-])cc1, [Na+], CN(C)C=O, O. Product: Cc1ccc(S(=O)(=O)N(C)c2ccccc2[N+](=O)[O-])cc1. Reaction SMILES: [CH3:23][O:24][S:25]([O:26][CH3:27])(=[O:28])=[O:29].[H-:1].[N+:3](=[O:4])([O-:5])[c:6]1[c:7]([NH:8][S:9](=[O:10])(=[O:11])[c:12]2[cH:13][cH:14][c:15]([CH3:18])[cH:16][cH:17]2)[cH:19][cH:20][cH:21][cH:22]1.[Na+:2].[O:31]=[CH:32][N:33]([CH3:34])[CH3:35].[OH2:30]>>[N+:3](=[O:4])([O-:5])[c:6]1[c:7]([N:8]([S:9](=[O:10])(=[O:11])[c:12]2[cH:13][cH:14][c:15]([CH3:18])[cH:16][cH:17]2)[CH3:23])[cH:19][cH:20][cH:21][cH:22]1. Starting materials: NC[C@H]1N(CCC[C@H]1C)C(=O)C1=C(C=C(C=C1)F)C1=NC=CC=N1 (((2S,3R)-2-(aminomethyl)-3-methylpiperidin-1-yl)(4-fluoro-2-(pyrimidin-2-yl)phenyl)methanone), FC1=NC=C(C=C1)C(F)(F)F (2-fluoro-5-(trifluoromethyl)pyridine). Product: FC1=CC(=C(C=C1)C(=O)N1[C@@H]([C@@H](CCC1)C)CNC1=NC=C(C=C1)C(F)(F)F)C1=NC=CC=N1 ((4-Fluoro-2-(pyrimidin-2-yl)phenyl)((2S,3R)-3-methyl-2-(((5-(trifluoromethyl)pyridin-2-yl)amino)methyl)piperidin-1-yl)methanone). Reaction SMILES: [NH2:1][CH2:2][C@@H:3]1[C@H:8]([CH3:9])[CH2:7][CH2:6][CH2:5][N:4]1[C:10]([C:12]1[CH:17]=[CH:16][C:15]([F:18])=[CH:14][C:13]=1[C:19]1[N:24]=[CH:23][CH:22]=[CH:21][N:20]=1)=[O:11].F[C:26]1[CH:31]=[CH:30][C:29]([C:32]([F:35])([F:34])[F:33])=[CH:28][N:27]=1>>[F:18][C:15]1[CH:16]=[CH:17][C:12]([C:10]([N:4]2[CH2:5][CH2:6][CH2:7][C@@H:8]([CH3:9])[C@H:3]2[CH2:2][NH:1][C:26]2[CH:31]=[CH:30][C:29]([C:32]([F:35])([F:34])[F:33])=[CH:28][N:27]=2)=[O:11])=[C:13]([C:19]2[N:20]=[CH:21][CH:22]=[CH:23][N:24]=2)[CH:14]=1. Procedure: The title compound was prepared following the same general protocol as described for Example A1 using ((2S,3R)-2-(aminomethyl)-3-methylpiperidin-1-yl)(4-fluoro-2-(pyrimidin-2-yl)phenyl)methanone and 2-fluoro-5-(trifluoromethyl)pyridine. ESI-MS (m/z): 474 [M+1]+. 1H NMR (300 MHz, DMSO-d6) δ 9.00-6.55 (m, 10H), 4.90-2.80 (m, 5H), 1.95-0.65 (m, 8H). Reactants: C(C)(C)(C)OC([C@@H](NCC1=CC=CC=C1)C)=O (N-benzylalanine tert-butyl ester), N#N.COC=1C=C2C=CC(=CC2=CC1OC)S(=O)(=O)N[C@@H](CCCNC(N)=N)C(=O)Cl (N2 (6,7-dimethoxy-2-naphthylsulfonyl)-L-arginyl chloride). Solvent: C(Cl)(Cl)Cl (chloroform). Conditions: time 1 hour. Yields the product N#N.C(C)(C)(C)OC([C@@H](N(CC1=CC=CC=C1)C([C@@H](NS(=O)(=O)C1=CC2=CC(=C(C=C2C=C1)OC)OC)CCCNC(N)=N)=O)C)=O (N2 (6,7-dimethoxy-2-naphthylsulfonyl)-L-arginyl-N-benzylalanine tert-butyl ester). Isolated yield 83.0%. As a reaction SMILES: [C:1]([O:5][C:6](=[O:17])[C@H:7]([CH3:16])[NH:8][CH2:9][C:10]1[CH:15]=[CH:14][CH:13]=[CH:12][CH:11]=1)([CH3:4])([CH3:3])[CH3:2].[N:18]#[N:19].[CH3:20][O:21][C:22]1[CH:23]=[C:24]2[C:29](=[CH:30][C:31]=1[O:32][CH3:33])[CH:28]=[C:27]([S:34]([NH:37][C@H:38]([C:46](Cl)=[O:47])[CH2:39][CH2:40][CH2:41][NH:42][C:43](=[NH:45])[NH2:44])(=[O:36])=[O:35])[CH:26]=[CH:25]2>C(Cl)(Cl)Cl>[N:18]#[N:19].[C:1]([O:5][C:6](=[O:17])[C@H:7]([CH3:16])[N:8]([C:46](=[O:47])[C@H:38]([CH2:39][CH2:40][CH2:41][NH:42][C:43](=[NH:44])[NH2:45])[NH:37][S:34]([C:27]1[CH:26]=[CH:25][C:24]2[C:29](=[CH:30][C:31]([O:32][CH3:33])=[C:22]([O:21][CH3:20])[CH:23]=2)[CH:28]=1)(=[O:36])=[O:35])[CH2:9][C:10]1[CH:11]=[CH:12][CH:13]=[CH:14][CH:15]=1)([CH3:4])([CH3:2])[CH3:3] |f:1.2,4.5|. Reported procedure: To a stirred solution of 4.42 g of N-benzylalanine tert-butyl ester in 20 ml of chloroform was carefully added N2 -(6,7-dimethoxy-2-naphthylsulfonyl)-L-arginyl chloride obtained above. The reaction mixture was allowed to stand at room temperature for one hour. At the end of this period, the reaction mixture was washed twice with 20 ml of saturated sodium chloride solution and evaporated to dryness to give 2.50 g (83 percent) of N2 -(6,7-dimethoxy-2-naphthylsulfonyl)-L-arginyl-N-benzylalanine ter... Reactants: C(CCC)N[C@@H]1CN(CC[C@H]1NC(=O)C=1NC(=C(N1)Cl)CC)C(=O)OC(C)(C)C (tert-butyl trans(±)-3-(butylamino)-4-{[(4-chloro-5-ethyl-1H-imidazol-2-yl)carbonyl]amino}piperidine-1-carboxylate), BrC=1SC2=C(N1)C=CC=C2C(=O)OCC (Ethyl 2-bromo-1,3-benzothiazole-7-carboxylate), C([O-])([O-])=O.[Na+].[Na+] (sodium carbonate), BrC=1SC2=C(N1)C=CC=C2C(=O)OCC (ethyl 2-bromo-1,3-benzothiazole-7-carboxylate). Product: C(CCC)N[C@@H]1CN(CC[C@H]1NC(=O)C=1NC(=C(N1)Cl)CC)C=1SC2=C(N1)C=CC=C2C(=O)OCC (Ethyl trans(±)-2-[3-(butylamino)-4-{[(4-chloro-5-ethyl-1H-imidazol-2-yl)carbonyl]amino}piperidin-1-yl]-1,3-benzothiazole-7-carboxylate). Isolated yield 76.0%. Reaction SMILES: [CH2:1]([NH:5][C@H:6]1[C@H:11]([NH:12][C:13]([C:15]2[NH:16][C:17]([CH2:21][CH3:22])=[C:18]([Cl:20])[N:19]=2)=[O:14])[CH2:10][CH2:9][N:8]([C:23](OC(C)(C)C)=O)[CH2:7]1)[CH2:2][CH2:3][CH3:4].C(=O)([O-])[O-].[Na+].[Na+].BrC1[S:38][C:39]2[C:45]([C:46]([O:48][CH2:49][CH3:50])=[O:47])=[CH:44][CH:43]=[CH:42][C:40]=2[N:41]=1>>[CH2:1]([NH:5][C@H:6]1[C@H:11]([NH:12][C:13]([C:15]2[NH:16][C:17]([CH2:21][CH3:22])=[C:18]([Cl:20])[N:19]=2)=[O:14])[CH2:10][CH2:9][N:8]([C:23]2[S:38][C:39]3[C:45]([C:46]([O:48][CH2:49][CH3:50])=[O:47])=[CH:44][CH:43]=[CH:42][C:40]=3[N:41]=2)[CH2:7]1)[CH2:2][CH2:3][CH3:4] |f:1.2.3|. Procedure: The same operation as in Example (1h) was performed using tert-butyl trans(±)-3-(butylamino)-4-{[(4-chloro-5-ethyl-1H-imidazol-2-yl)carbonyl]amino}piperidine-1-carboxylate obtained in Example (77d) (16.3 mg, 0.038 mmol), sodium carbonate (40 mg, 0.38 mmol) and ethyl 2-bromo-1,3-benzothiazole-7-carboxylate obtained by the method described in Example (1f) (13.2 mg, 0.046 mmol), to obtain 15.5 mg of the title compound (76%). The reactants are FC(C(=O)O)(F)F.BrC1=CC(=C(C=C1)NC(C1=C(C=CC(=C1)F)NC(C1=C(C=C(C=C1)N1CCCC1)OC1CCN(CC1)C)=O)=O)Cl (N-(4-bromo-2-chlorophenyl)-5-fluoro-2-[2-(1-methylpiperidin-4-yloxy)-4-(pyrrolidin-1-yl)benzoylamino]benzamide trifluoroacetate), FC=1C=CC2=C(C(OC(=N2)C2=C(C=C(C=C2)N2CCCC2)OC2CCN(CC2)C)=O)C1 (6-fluoro-2-[4-(pyrrolidin-1-yl)-2-(1-methylpiperidin-4-yloxy)phenyl]-4H-3,1-benzoxazin-4-one), BrC1=CC(=C(N)C=C1)Cl (4-bromo-2-chloroaniline). Product: BrC1=CC(=C(C=C1)NC(C1=C(C=CC(=C1)F)NC(C1=C(C=C(C=C1)N1CCCC1)OC1CCN(CC1)C)=O)=O)Cl (N-(4-Bromo-2-chlorophenyl)-5-fluoro-2-[2-(1-methylpiperidin-4-yloxy)-4-(pyrrolidin-1-yl)benzoylamino]benzamide). Reaction SMILES: FC(F)(F)C(O)=O.[Br:8][C:9]1[CH:14]=[CH:13][C:12]([NH:15][C:16](=[O:46])[C:17]2[CH:22]=[C:21]([F:23])[CH:20]=[CH:19][C:18]=2[NH:24][C:25](=[O:45])[C:26]2[CH:31]=[CH:30][C:29]([N:32]3[CH2:36][CH2:35][CH2:34][CH2:33]3)=[CH:28][C:27]=2[O:37][CH:38]2[CH2:43][CH2:42][N:41]([CH3:44])[CH2:40][CH2:39]2)=[C:11]([Cl:47])[CH:10]=1.FC1C=CC2N=C(C3C=CC(N4CCCC4)=CC=3OC3CCN(C)CC3)OC(=O)C=2C=1.BrC1C=CC(N)=C(Cl)C=1>>[Br:8][C:9]1[CH:14]=[CH:13][C:12]([NH:15][C:16](=[O:46])[C:17]2[CH:22]=[C:21]([F:23])[CH:20]=[CH:19][C:18]=2[NH:24][C:25](=[O:45])[C:26]2[CH:31]=[CH:30][C:29]([N:32]3[CH2:36][CH2:35][CH2:34][CH2:33]3)=[CH:28][C:27]=2[O:37][CH:38]2[CH2:43][CH2:42][N:41]([CH3:44])[CH2:40][CH2:39]2)=[C:11]([Cl:47])[CH:10]=1 |f:0.1|. Procedure details: Using methods substantially equivalent to those described in Example 118, N-(4-bromo-2-chlorophenyl)-5-fluoro-2-[2-(1-methylpiperidin-4-yloxy)-4-(pyrrolidin-1-yl)benzoylamino]benzamide trifluoroacetate was prepared from 6-fluoro-2-[4-(pyrrolidin-1-yl)-2-(1-methylpiperidin-4-yloxy)phenyl]-4H-3,1-benzoxazin-4-one and 4-bromo-2-chloroaniline. The reactants are CCC1C=C(C)CC(C)CC(OC)C2OC(O)(C(=O)C(=O)N3CCCCC3C(=O)OC(C(C)=CC3CCC(O)C(O)C3)C(C)CCC1=O)C(C)CC2OC, CC(C)=[N+]=[N-]. The product is CCC1C=C(C)CC(C)CC(OC)C2OC(O)(C(=O)C(=O)N3CCCCC3C(=O)OC(C(C)=CC3CCC(O)C(OC(C)C)C3)C(C)CCC1=O)C(C)CC2OC. Reaction SMILES: [CH2:1]([CH3:2])[CH:3]1[C:4](=[O:54])[CH2:5][CH2:6][CH:7]([CH3:53])[CH:8]([C:42](=[CH:43][CH:44]2[CH2:45][CH:46]([OH:51])[CH:47]([OH:50])[CH2:48][CH2:49]2)[CH3:52])[O:9][C:10](=[O:41])[CH:11]2[CH2:12][CH2:13][CH2:14][CH2:15][N:16]2[C:17](=[O:40])[C:18](=[O:39])[C:19]2([OH:38])[CH:20]([CH3:37])[CH2:21][CH:22]([O:35][CH3:36])[CH:23]([CH:24]([O:32][CH3:33])[CH2:25][CH:26]([CH3:31])[CH2:27][C:28]([CH3:30])=[CH:29]1)[O:34]2.[N+:55](=[N-:56])=[C:57]([CH3:58])[CH3:59]>>[CH2:1]([CH3:2])[CH:3]1[C:4](=[O:54])[CH2:5][CH2:6][CH:7]([CH3:53])[CH:8]([C:42](=[CH:43][CH:44]2[CH2:45][CH:46]([O:51][CH:57]([CH3:58])[CH3:59])[CH:47]([OH:50])[CH2:48][CH2:49]2)[CH3:52])[O:9][C:10](=[O:41])[CH:11]2[CH2:12][CH2:13][CH2:14][CH2:15][N:16]2[C:17](=[O:40])[C:18](=[O:39])[C:19]2([OH:38])[CH:20]([CH3:37])[CH2:21][CH:22]([O:35][CH3:36])[CH:23]([CH:24]([O:32][CH3:33])[CH2:25][CH:26]([CH3:31])[CH2:27][C:28]([CH3:30])=[CH:29]1)[O:34]2.